describe an organic reaction: reactants, conditions, products, and yield From a dataset of the Open Reaction Database (ORD), a public repository of structured organic reaction records. Reactants: C(#C)C1=CC=2N(C=C1)C=CN2 (7-ethynyl-imidazo[1,2-a]pyridine), C[Si](C)(C)N=[N+]=[N-] (trimethylsilyl azide), CN(C)C=O (DMF), Teflon. The reagents and catalysts are [Cu]I (copper (I) iodide). The solvent is CO (methanol). Conditions: temperature 100 celsius, time 15 hour. The product is N1N=NC(=C1)C1=CC=2N(C=C1)C=CN2 (7-(1H-[1,2,3]Triazol-4-yl)-imidazo[1,2-a]pyridine). The yield is 57.2%. RXN SMILES: [C:1]([C:3]1[CH:8]=[CH:7][N:6]2[CH:9]=[CH:10][N:11]=[C:5]2[CH:4]=1)#[CH:2].C[Si]([N:16]=[N+:17]=[N-:18])(C)C.CN(C=O)C>[Cu]I.CO>[NH:16]1[CH:2]=[C:1]([C:3]2[CH:8]=[CH:7][N:6]3[CH:9]=[CH:10][N:11]=[C:5]3[CH:4]=2)[N:18]=[N:17]1. Procedure details: Combine 7-ethynyl-imidazo[1,2-a]pyridine (1.10 g, 7.74 mmol), copper (I) iodide (0.074 g, 0.387 mmol), and trimethylsilyl azide (1.53 mL, 11.61 mmol) in a 9:1 mixture of DMF:methanol (13.8 mL) in a pressure flask. Seal the flask with a Teflon screw cap and heat the reaction mixture to 100° C., stir overnight (15 hours), and cool to room temperature. Concentrate the mixture to dryness in vacuo. Slurry the resulting solid into dichloromethane and filter through Celite® 521. Concentrate the solutio... Reactants: CN1CCN(C2CCN(C3CCc4ccc(N)cc4CC3)CC2)CC1, NC(=O)C1C2C=CC(C2)C1Nc1nc(Cl)ncc1Cl. The product is CN1CCN(C2CCN(C3CCc4ccc(Nc5ncc(Cl)c(NC6C7C=CC(C7)C6C(N)=O)n5)cc4CC3)CC2)CC1. As a reaction SMILES: [CH3:1][N:2]1[CH2:3][CH2:4][N:5]([CH:8]2[CH2:9][CH2:10][N:11]([CH:14]3[CH2:15][CH2:16][c:17]4[c:18]([cH:21][c:22]([NH2:25])[cH:23][cH:24]4)[CH2:19][CH2:20]3)[CH2:12][CH2:13]2)[CH2:6][CH2:7]1.[Cl:26][c:27]1[n:28][cH:29][c:30]([Cl:44])[c:31]([NH:33][CH:34]2[CH:35]([C:41](=[O:42])[NH2:43])[CH:36]3[CH:37]=[CH:38][CH:39]2[CH2:40]3)[n:32]1>>[CH3:1][N:2]1[CH2:3][CH2:4][N:5]([CH:8]2[CH2:9][CH2:10][N:11]([CH:14]3[CH2:15][CH2:16][c:17]4[c:18]([cH:21][c:22]([NH:25][c:27]5[n:28][cH:29][c:30]([Cl:44])[c:31]([NH:33][CH:34]6[CH:35]([C:41](=[O:42])[NH2:43])[CH:36]7[CH:37]=[CH:38][CH:39]6[CH2:40]7)[n:32]5)[cH:23][cH:24]4)[CH2:19][CH2:20]3)[CH2:12][CH2:13]2)[CH2:6][CH2:7]1. Reactants: BrCCCCC(=O)[O-] (5-bromovalerate), CC1(C(N(C(N1CCCC(=O)O)=O)CCCOC1=C(C2=C(C(=NO2)C(F)(F)F)C=C1)CCC)=O)C (4-[5,5-dimethyl-2,4-dioxo-3-(3-{[7-propyl-3-(trifluoromethyl)-1,2-benzisoxazol-6-yl]oxy}propyl)imidazolidin-1-yl]butanoic acid). Product: CC1(C(N(C(N1C(CCC(=O)O)C)=O)CCCOC1=C(C2=C(C(=NO2)C(F)(F)F)C=C1)CCC)=O)C (4-[5,5-Dimethyl-2,4-dioxo-3-(3-{[7-propyl-3-(trifluoromethyl)-1,2-benzisoxazol-6-yl]oxy}propyl)imidazolidin-1-yl]pentanoic acid). As a reaction SMILES: Br[CH2:2][CH2:3][CH2:4][CH2:5][C:6]([O-:8])=[O:7].[CH3:9][C:10]1([CH3:43])[N:14](CCCC(O)=O)[C:13](=[O:21])[N:12]([CH2:22][CH2:23][CH2:24][O:25][C:26]2[CH:38]=[CH:37][C:29]3[C:30]([C:33]([F:36])([F:35])[F:34])=[N:31][O:32][C:28]=3[C:27]=2[CH2:39][CH2:40][CH3:41])[C:11]1=[O:42]>>[CH3:43][C:10]1([CH3:9])[N:14]([CH:3]([CH3:2])[CH2:4][CH2:5][C:6]([OH:8])=[O:7])[C:13](=[O:21])[N:12]([CH2:22][CH2:23][CH2:24][O:25][C:26]2[CH:38]=[CH:37][C:29]3[C:30]([C:33]([F:36])([F:35])[F:34])=[N:31][O:32][C:28]=3[C:27]=2[CH2:39][CH2:40][CH3:41])[C:11]1=[O:42]. Reported procedure: 4-[5,5-Dimethyl-2,4-dioxo-3-(3-{[7-propyl-3-(trifluoromethyl)-1,2-benzisoxazol-6-yl]oxy}propyl)imidazolidin-1-yl]pentanoic acid was prepared as for Example 37, substituting 5-bromovalerate for the 4-bromobutyrate of Example 37. Reactants: NC1=C(C#N)C(=CC=C1)N(CC)CC (2-amino-6-(diethylamino)benzonitrile), N1=CC=CC=C1 (pyridine), O (water), C(C)(=O)OCC(=O)Cl (acetoxyacetyl chloride). Solvent: C(Cl)Cl (methylene chloride). Run at time 1 hour. Yields the product C(C)(=O)OCC(=O)NC1=C(C#N)C(=CC=C1)N(CC)CC (2-(acetoxyacetylamino)-6-(diethylamino)benzonitrile). As a reaction SMILES: [NH2:1][C:2]1[CH:9]=[CH:8][CH:7]=[C:6]([N:10]([CH2:13][CH3:14])[CH2:11][CH3:12])[C:3]=1[C:4]#[N:5].N1C=CC=CC=1.[C:21]([O:24][CH2:25][C:26](Cl)=[O:27])(=[O:23])[CH3:22].O>C(Cl)Cl>[C:21]([O:24][CH2:25][C:26]([NH:1][C:2]1[CH:9]=[CH:8][CH:7]=[C:6]([N:10]([CH2:13][CH3:14])[CH2:11][CH3:12])[C:3]=1[C:4]#[N:5])=[O:27])(=[O:23])[CH3:22]. Procedure: To a solution of 2-amino-6-(diethylamino)benzonitrile (3 g) in methylene chloride (50 ml) is added pyridine (1.4 ml), and thereto is added dropwise acetoxyacetyl chloride (1.8 ml) which is cooled in an ice bath. The mixture is stirred at room temperature for 1 hour, and thereafter, water is added thereto, and the mixture is extracted with methylene chloride. The organic layer is dried over anhydrous sodium sulfate, and the solvent is distilled off under reduced pressure. The resulting residue is... Starting materials: OC(=O)C(F)(F)F.N1(CCNCC1)CC=1N=NC=2C(N1)=C(N=C(N2)N)N (3-Piperazin-1-ylmethyl-pyrimido[5,4-e][1,2,4]triazine-5,7-diamine TFA salt), ClCC1=CC=CC2=CC=CC=C12 (1-chloromethylnaphthalene), CC#N.O (CH3CN H2O), C([O-])([O-])=O.[K+].[K+] (potassium carbonate). The solvent is CN(C)C=O (DMF). Reaction conditions: time 24 hour. Yields the product C1(=CC=CC2=CC=CC=C12)CN1CCN(CC1)CC=1N=NC=2C(N1)=C(N=C(N2)N)N (3-(4-Naphthalen-1-ylmethyl-piperazin-1-ylmethyl)-pyrimido[5,4-e][1,2,4]triazine-5,7-diamine). Yield: 72.7%. Reaction SMILES: OC(C(F)(F)F)=O.[N:8]1([CH2:14][C:15]2[N:16]=[N:17][C:18]3[C:19](=[C:21]([NH2:26])[N:22]=[C:23]([NH2:25])[N:24]=3)[N:20]=2)[CH2:13][CH2:12][NH:11][CH2:10][CH2:9]1.Cl[CH2:28][C:29]1[C:38]2[C:33](=[CH:34][CH:35]=[CH:36][CH:37]=2)[CH:32]=[CH:31][CH:30]=1.C(=O)([O-])[O-].[K+].[K+].CC#N.O>CN(C=O)C>[C:29]1([CH2:28][N:11]2[CH2:12][CH2:13][N:8]([CH2:14][C:15]3[N:16]=[N:17][C:18]4[C:19](=[C:21]([NH2:26])[N:22]=[C:23]([NH2:25])[N:24]=4)[N:20]=3)[CH2:9][CH2:10]2)[C:38]2[C:33](=[CH:34][CH:35]=[CH:36][CH:37]=2)[CH:32]=[CH:31][CH:30]=1 |f:0.1,3.4.5,6.7|. Reported procedure: To a stirred solution of 3-Piperazin-1-ylmethyl-pyrimido[5,4-e][1,2,4]triazine-5,7-diamine TFA salt 5 (70 mg; 0.12 mmol; prepared in EXAMPLE 4) in dry DMF (1.0 mL) was added 1-chloromethylnaphthalene (0.023 mL; 0.18 mmol) followed by potassium carbonate (65 mg; 0.470 mmol). The mixture was allowed to stir for 24 h at room temperature then taken up into CH3CN/H2O/0.1% TFA. The mixture was purified by reverse phase HPLC (Rainin C18, 0% CH3CN to 30% CH3CN gradient, CH3CN/H2O, 0.1% TFA) and the brig... Reactants: OC1=NC=CC=C1O (2,3-dihydroxypyridine), COC1=CC=C(N)C=C1 (p-methoxyaniline), NaIO3. Run in O.CC(=O)C (water acetone). Conditions: time 2 hour. Product: COC1=CC=C(C=C1)NC1=CC(C(N=C1NC1=CC=C(C=C1)OC)=O)=O (5,6-di(p-methoxyphenylamino)-2,3-pyridindione). The yield is 32.0%. As a reaction SMILES: [OH:1][C:2]1[C:7]([OH:8])=[CH:6][CH:5]=[CH:4][N:3]=1.[CH3:9][O:10][C:11]1[CH:17]=[CH:16][C:14]([NH2:15])=[CH:13][CH:12]=1>O.CC(C)=O>[CH3:9][O:10][C:11]1[CH:17]=[CH:16][C:14]([NH:15][C:5]2[C:4]([NH:15][C:14]3[CH:16]=[CH:17][C:11]([O:10][CH3:9])=[CH:12][CH:13]=3)=[N:3][C:2](=[O:1])[C:7](=[O:8])[CH:6]=2)=[CH:13][CH:12]=1 |f:2.3|. Procedure: 2,3-dihydroxypyridine (0.0027 mol), p-methoxyaniline (0.0054 mol); and NaIO3 (0.0009 mol) were dissolved in 160 ml of water/acetone (80:1, v/v) solvent. The reaction mixture was stirred for 2 hours, and maintained still overnight. It was then filtered, and recrystallized with chloroform. The final product was 5,6-di(p-methoxyphenylamino)-2,3-pyridindione in a red powder. The yield was 32%-50%. The reactants are CCOC(=O)C(C#N)=NO, CC(=O)O, CCOC(C)=O. Yields the product CCOC(=O)C(N)C#N. As a reaction SMILES: [C:1](#[N:2])[C:3]([C:4](=[O:5])[O:6][CH2:7][CH3:8])=[N:9][OH:10].[CH3:11][C:12](=[O:13])[OH:14].[CH3:15][CH2:16][O:17][C:18]([CH3:19])=[O:20]>>[C:1](#[N:2])[CH:3]([C:4](=[O:5])[O:6][CH2:7][CH3:8])[NH2:9]. The reactants are Oc1cccc2c1OCO2, COc1cc2c(Cl)c(C#N)cnc2cc1OCCCN1CCN(C)CC1, CN(C)C=O. Yields the product COc1cc2c(Oc3cccc4c3OCO4)c(C#N)cnc2cc1OCCCN1CCN(C)CC1. Reaction SMILES: [CH2:1]1[O:2][c:3]2[c:4]([OH:10])[cH:5][cH:6][cH:7][c:8]2[O:9]1.[Cl:11][c:12]1[c:13]([C:35]#[N:36])[cH:14][n:15][c:16]2[cH:17][c:18]([O:24][CH2:25][CH2:26][CH2:27][N:28]3[CH2:29][CH2:30][N:31]([CH3:34])[CH2:32][CH2:33]3)[c:19]([O:22][CH3:23])[cH:20][c:21]12.[O:37]=[CH:38][N:39]([CH3:40])[CH3:41]>>[CH2:1]1[O:2][c:3]2[c:4]([O:10][c:12]3[c:13]([C:35]#[N:36])[cH:14][n:15][c:16]4[cH:17][c:18]([O:24][CH2:25][CH2:26][CH2:27][N:28]5[CH2:29][CH2:30][N:31]([CH3:34])[CH2:32][CH2:33]5)[c:19]([O:22][CH3:23])[cH:20][c:21]34)[cH:5][cH:6][cH:7][c:8]2[O:9]1. Reactants: BrC=1C=NC=C(C1C)Br (3,5-dibromo-4-methylpyridine), CC1=CC=C2CNC(C2=C1)=O (6-methylisoindolin-1-one), C([O-])([O-])=O.[K+].[K+] (potassium carbonate), CNCCNC (N1,N2-dimethylethane-1,2-diamine). The reagents and catalysts are [Cu]I (copper (I) iodide). Run in O1CCOCC1 (1,4-dioxane). Conditions: temperature 100 celsius. Product: BrC=1C(=C(C=NC1)N1C(C2=CC=C(C=C2C1)C)=O)C (2-(5-bromo-4-methylpyridin-3-yl)-5-methylisoindolin-1-one). Yield: 30.1%. As a reaction SMILES: Br[C:2]1[CH:3]=[N:4][CH:5]=[C:6]([Br:9])[C:7]=1[CH3:8].C[C:11]1[CH:19]=[C:18]2[C:14]([CH2:15][NH:16][C:17]2=[O:20])=[CH:13][CH:12]=1.[C:21](=O)([O-])[O-].[K+].[K+].CNCCNC>O1CCOCC1.[Cu]I>[Br:9][C:6]1[C:7]([CH3:8])=[C:2]([N:16]2[CH2:15][C:14]3[C:18](=[CH:19][CH:11]=[C:12]([CH3:21])[CH:13]=3)[C:17]2=[O:20])[CH:3]=[N:4][CH:5]=1 |f:2.3.4|. Procedure details: Step 2 A mixture of 3,5-dibromo-4-methylpyridine (2.00 g, 7.97 mmol), 6-methylisoindolin-1-one (1.173 g, 7.97 mmol), copper (I) iodide (0.076 g, 0.399 mmol), potassium carbonate (2.203 g, 15.94 mmol) and N1,N2-dimethylethane-1,2-diamine (0.070 g, 0.797 mmol) in 1,4-dioxane (20 mL) was heated at 100° C. for 15 h. The mixture was cooled to rt, filtered through Celite and washed with DCM. The filtrate was diluted with DCM (100 mL) and washed with water (10 mL) and brine (10 mL), then was dried and ... Reactants: SCc1ccccc1, CCO, CCN(C(C)C)C(C)C, CC(C)(C)OC(=O)N(c1cc(Cl)nc2c(C=O)cnn12)C1CC1. Product: CC(C)(C)OC(=O)N(c1cc(SCc2ccccc2)nc2c(C=O)cnn12)C1CC1. RXN SMILES: [CH2:33]([c:34]1[cH:35][cH:36][cH:37][cH:38][cH:39]1)[SH:40].[CH3:41][CH2:42][OH:43].[CH:1]([N:2]([CH:3]([CH3:4])[CH3:5])[CH2:6][CH3:7])([CH3:8])[CH3:9].[Cl:10][c:11]1[n:12][c:13]2[n:14]([c:15]([N:17]([C:18]([O:19][C:20]([CH3:21])([CH3:22])[CH3:23])=[O:24])[CH:25]3[CH2:26][CH2:27]3)[cH:16]1)[n:28][cH:29][c:30]2[CH:31]=[O:32]>>[c:11]1([S:40][CH2:33][c:34]2[cH:35][cH:36][cH:37][cH:38][cH:39]2)[n:12][c:13]2[n:14]([c:15]([N:17]([C:18]([O:19][C:20]([CH3:21])([CH3:22])[CH3:23])=[O:24])[CH:25]3[CH2:26][CH2:27]3)[cH:16]1)[n:28][cH:29][c:30]2[CH:31]=[O:32].